The task is: describe an organic reaction: reactants, conditions, products, and yield. This data is from the Open Reaction Database (ORD), a public repository of structured organic reaction records. Starting materials: FC=1C=C(C#N)C=C(C1)F (3,5-Difluorobenzonitrile), C[O-].[Na+] (sodium methoxide). The solvent is CN(C=O)C (dimethylformamide). The product is FC=1C=C(C#N)C=C(C1)OC (3-Fluoro-5-methoxybenzonitrile). Isolated yield 35.5%. As a reaction SMILES: [F:1][C:2]1[CH:3]=[C:4]([CH:7]=[C:8](F)[CH:9]=1)[C:5]#[N:6].[CH3:11][O-:12].[Na+]>CN(C)C=O>[F:1][C:2]1[CH:3]=[C:4]([CH:7]=[C:8]([O:12][CH3:11])[CH:9]=1)[C:5]#[N:6] |f:1.2|. Procedure: In a 250 ml round bottom flask equipped with stir bar added 3,5-Difluorobenzonitrile (4.2 g, 30.4 mmol), sodium methoxide (10.4 ml, 45.6 mmol, 25% methanol) and dimethylformamide (40 ml). Stirred the resulting reaction mixture at room temperature, overnight. The reaction mixture was concentrated in-vacuo and residue was dissolved in dichloromethane (200 ml). The organic phase was washed sequentially with water (150 ml) and brine (150 ml), dried (sodium sulfate) and concentrated in-vacuo. The cru... The reactants are [Si](C)(C)(C(C)(C)C)OC[C@H]1[C@H](CC[C@H](C1)O)NC(OCC1=CC=CC=C1)=O (benzyl (1S,2R,4R)-2-((tert-butyldimethylsilyloxy)methyl)-4-hydroxycyclohexylcarbamate), CC(=O)OI1(C2=CC=CC=C2C(=O)O1)(OC(=O)C)OC(=O)C (Dess-Martin periodane). Solvent: C(Cl)Cl (CH2Cl2), C(Cl)Cl (CH2Cl2), CCOCC (ether). Reaction conditions: time 1 hour. Product: [Si](C)(C)(C(C)(C)C)OC[C@H]1[C@H](CCC(C1)=O)NC(OCC1=CC=CC=C1)=O (benzyl (1S,2R)-2-((tert-butyldimethylsilyloxy)methyl)-4-oxocyclohexylcarbamate). Isolated yield 98.1%. As a reaction SMILES: [Si:1]([O:8][CH2:9][C@@H:10]1[CH2:15][C@H:14]([OH:16])[CH2:13][CH2:12][C@@H:11]1[NH:17][C:18](=[O:27])[O:19][CH2:20][C:21]1[CH:26]=[CH:25][CH:24]=[CH:23][CH:22]=1)([C:4]([CH3:7])([CH3:6])[CH3:5])([CH3:3])[CH3:2].CC(OI1(OC(C)=O)(OC(C)=O)OC(=O)C2C1=CC=CC=2)=O>C(Cl)Cl.CCOCC>[Si:1]([O:8][CH2:9][C@@H:10]1[CH2:15][C:14](=[O:16])[CH2:13][CH2:12][C@@H:11]1[NH:17][C:18](=[O:27])[O:19][CH2:20][C:21]1[CH:22]=[CH:23][CH:24]=[CH:25][CH:26]=1)([C:4]([CH3:7])([CH3:6])[CH3:5])([CH3:3])[CH3:2]. Procedure details: The compound benzyl (1S,2R,4R)-2-((tert-butyldimethylsilyloxy)methyl)-4-hydroxycyclohexylcarbamate (4.15 g) in CH2Cl2 (30 mL) was added to Dess-Martin periodane (13.4 g, 31.6 mmol) in CH2Cl2 (100 mL) at 0° C. After 1 h, the ice bath was removed and the reaction aws stirred overnight. This mixture was diluted with ether (425 mL) and washed with water (2×50 mL), sat'd Na2S2O3 (2×50 mL), 1N sodium hydroxide (2×50 mL), and brine (1×50 mL). The organic layer was dried over MgSO4, filtered, and then e... The reactants are [Br-], C1CCOC1, CC(C)S(=O)(=O)NC1CCCC1=O, [Cl-], [NH4+], [Mg+]c1ccc(Oc2ccccc2)cc1, O. Product: CC(C)S(=O)(=O)NC1CCCC1(O)c1ccc(Oc2ccccc2)cc1. RXN SMILES: [Br-:14].[CH2:31]1[O:32][CH2:33][CH2:34][CH2:35]1.[CH3:1][CH:2]([CH3:3])[S:4](=[O:5])(=[O:6])[NH:7][CH:8]1[C:9](=[O:13])[CH2:10][CH2:11][CH2:12]1.[Cl-:29].[NH4+:30].[O:15]([c:16]1[cH:17][cH:18][cH:19][cH:20][cH:21]1)[c:22]1[cH:23][cH:24][c:25]([Mg+:28])[cH:26][cH:27]1.[OH2:36]>>[CH3:1][CH:2]([CH3:3])[S:4](=[O:5])(=[O:6])[NH:7][CH:8]1[C:9]([OH:13])([c:25]2[cH:24][cH:23][c:22]([O:15][c:16]3[cH:17][cH:18][cH:19][cH:20][cH:21]3)[cH:27][cH:26]2)[CH2:10][CH2:11][CH2:12]1. Starting materials: CCCC[N+](CCCC)(CCCC)CCCC, CCN(CC)CCOc1ccc(-c2cc3c(Oc4ccc(NC(=O)NC5CC5)c(Cl)c4)ncnc3n2COCC[Si](C)(C)C)cc1, [F-], C1CCOC1, O. The product is CCN(CC)CCOc1ccc(-c2cc3c(Oc4ccc(NC(=O)NC5CC5)c(Cl)c4)ncnc3[nH]2)cc1. RXN SMILES: [CH3:48][CH2:49][CH2:50][CH2:51][N+:52]([CH2:53][CH2:54][CH2:55][CH3:56])([CH2:57][CH2:58][CH2:59][CH3:60])[CH2:61][CH2:62][CH2:63][CH3:64].[Cl:1][c:2]1[c:3]([NH:40][C:41](=[O:42])[NH:43][CH:44]2[CH2:45][CH2:46]2)[cH:4][cH:5][c:6]([O:8][c:9]2[c:10]3[c:11]([n:12][cH:13][n:14]2)[n:15]([CH2:32][O:33][CH2:34][CH2:35][Si:36]([CH3:37])([CH3:38])[CH3:39])[c:16](-[c:18]2[cH:19][cH:20][c:21]([O:24][CH2:25][CH2:26][N:27]([CH2:28][CH3:29])[CH2:30][CH3:31])[cH:22][cH:23]2)[cH:17]3)[cH:7]1.[F-:47].[O:66]1[CH2:67][CH2:68][CH2:69][CH2:70]1.[OH2:65]>>[Cl:1][c:2]1[c:3]([NH:40][C:41](=[O:42])[NH:43][CH:44]2[CH2:45][CH2:46]2)[cH:4][cH:5][c:6]([O:8][c:9]2[c:10]3[c:11]([n:12][cH:13][n:14]2)[nH:15][c:16](-[c:18]2[cH:19][cH:20][c:21]([O:24][CH2:25][CH2:26][N:27]([CH2:28][CH3:29])[CH2:30][CH3:31])[cH:22][cH:23]2)[cH:17]3)[cH:7]1. The reactants are CS(=O)(=O)O, ClCCCl, CC(=O)OCCSCC(=O)NCC=CCOc1cc(CN2CCCCC2)ccn1, O=C(OO)c1cccc(Cl)c1. Product: CC(=O)OCCS(=O)CC(=O)NCC=CCOc1cc(CN2CCCCC2)ccn1. Reaction SMILES: [CH3:1][S:2]([OH:3])(=[O:4])=[O:5].[Cl:46][CH2:47][CH2:48][Cl:49].[N:6]1([CH2:12][c:13]2[cH:14][c:15]([O:19][CH2:20][CH:21]=[CH:22][CH2:23][NH:24][C:25]([CH2:26][S:27][CH2:28][CH2:29][O:30][C:31]([CH3:32])=[O:33])=[O:34])[n:16][cH:17][cH:18]2)[CH2:7][CH2:8][CH2:9][CH2:10][CH2:11]1.[OH:35][O:36][C:37]([c:38]1[cH:39][c:40]([Cl:41])[cH:42][cH:43][cH:44]1)=[O:45]>>[O:3]=[S:27]([CH2:26][C:25]([NH:24][CH2:23][CH:22]=[CH:21][CH2:20][O:19][c:15]1[cH:14][c:13]([CH2:12][N:6]2[CH2:7][CH2:8][CH2:9][CH2:10][CH2:11]2)[cH:18][cH:17][n:16]1)=[O:34])[CH2:28][CH2:29][O:30][C:31]([CH3:32])=[O:33].